From a dataset of the Open Reaction Database (ORD), a public repository of structured organic reaction records. describe an organic reaction: reactants, conditions, products, and yield Reactants: FC(C1=NNC(=C1)C(C)C)(F)F (3-trifluoromethyl-5-isopropyl-pyrazole), C1CC(=O)N(C1=O)Cl (NCS). Solvent: CC#N (CH3CN). Product: ClC=1C(=NNC1C(C)C)C(F)(F)F (4-Chloro-5-isopropyl-3-trifluoromethylpyrazole). Reaction SMILES: [F:1][C:2]([F:12])([F:11])[C:3]1[CH:7]=[C:6]([CH:8]([CH3:10])[CH3:9])[NH:5][N:4]=1.C1C(=O)N([Cl:20])C(=O)C1>CC#N>[Cl:20][C:7]1[C:3]([C:2]([F:1])([F:11])[F:12])=[N:4][NH:5][C:6]=1[CH:8]([CH3:10])[CH3:9]. Procedure details: Following protocol L, to the solution of 3-trifluoromethyl-5-isopropyl-pyrazole (0.22 g, 1.23 mmol) in CH3CN (10 mL) was added NCS (0.19 g, 1.43 mmol) in portions with vigorous stirring. The reaction mixture was then heated under reflux for 14 h, cooled and the reaction quenched with saturated NaHCO3, extracted with methylene chloride (2×30 mL) and the combined organic extracts was washed with brine, dried with Na2SO4 and evaporated to give the title compound as a white solid. Starting materials: C1(=CC=CC2=CC=CC=C12)O (α-naphthol), C(C)(C)C1=CC=CC2=CC=CC=C12 (isopropylnaphthalene), C(C)(=O)C1=CC=CC2=CC=CC=C12 (acetylnaphthalene). The product is C1=C(C=CC2=CC=CC=C12)O (β-naphthol). As a reaction SMILES: [C:1]1(O)[C:10]2[C:5](=[CH:6][CH:7]=[CH:8][CH:9]=2)[CH:4]=[CH:3][CH:2]=1.C(C1C2C(=CC=CC=2)C=CC=1)(C)C.C(C1C2C(=CC=CC=2)C=CC=1)(=[O:27])C>>[CH:1]1[C:10]2[C:5](=[CH:6][CH:7]=[CH:8][CH:9]=2)[CH:4]=[CH:3][C:2]=1[OH:27]. Reported procedure: 990 parts of the same crude β-naphthol as used in Example 2 were melted and added to 1,300 parts of ethanol under stirring, and the mixture was heated while stirring until the crude naphthol was completely dissolved. Then the solution was gradually cooled to 0° C. with crystals separating. The mixture was then filtered using a centrifuge. 923 parts of the crystals were obtained with 230 parts being ethanol as a solvent. Therefore, it can be said that centrifugal removal of the mother liquor is n...